Dataset: the Open Reaction Database (ORD), a public repository of structured organic reaction records. Task: describe an organic reaction: reactants, conditions, products, and yield Starting materials: COC(=O)c1ccc(C)c(-n2cnc3ccc(CN4CCOCC4)cc3c2=O)c1, CO, Cl, [Na+], [OH-], O. Yields the product Cc1ccc(C(=O)O)cc1-n1cnc2ccc(CN3CCOCC3)cc2c1=O. RXN SMILES: [CH3:1][c:2]1[c:3](-[n:12]2[cH:13][n:14][c:15]3[cH:16][cH:17][c:18]([CH2:23][N:24]4[CH2:25][CH2:26][O:27][CH2:28][CH2:29]4)[cH:19][c:20]3[c:21]2=[O:22])[cH:4][c:5]([C:6](=[O:7])[O:8][CH3:9])[cH:10][cH:11]1.[CH3:33][OH:34].[ClH:32].[Na+:31].[OH-:30].[OH2:35]>>[CH3:1][c:2]1[c:3](-[n:12]2[cH:13][n:14][c:15]3[cH:16][cH:17][c:18]([CH2:23][N:24]4[CH2:25][CH2:26][O:27][CH2:28][CH2:29]4)[cH:19][c:20]3[c:21]2=[O:22])[cH:4][c:5]([C:6](=[O:7])[OH:8])[cH:10][cH:11]1. Starting materials: CCOC(=O)c1ccc(OCc2c(-c3ccccc3)noc2C)cn1, C1CCOC1, [Li+], [OH-], O, O. Yields the product Cc1onc(-c2ccccc2)c1COc1ccc(C(=O)O)nc1. RXN SMILES: [CH2:1]([CH3:2])[O:3][C:4](=[O:5])[c:6]1[n:7][cH:8][c:9]([O:12][CH2:13][c:14]2[c:15](-[c:20]3[cH:21][cH:22][cH:23][cH:24][cH:25]3)[n:16][o:17][c:18]2[CH3:19])[cH:10][cH:11]1.[CH2:29]1[O:30][CH2:31][CH2:32][CH2:33]1.[Li+:28].[OH-:27].[OH2:26].[OH2:34]>>[O:3]=[C:4]([OH:5])[c:6]1[n:7][cH:8][c:9]([O:12][CH2:13][c:14]2[c:15](-[c:20]3[cH:21][cH:22][cH:23][cH:24][cH:25]3)[n:16][o:17][c:18]2[CH3:19])[cH:10][cH:11]1.